Dataset: the Open Reaction Database (ORD), a public repository of structured organic reaction records. Task: describe an organic reaction: reactants, conditions, products, and yield Starting materials: ClC1=CC=C2C(C(NC2=C1)=O)(C1=CC=C(C=C1)C(C)C)O (rac-6-chloro-3-hydroxy-3-(4-isopropyl-phenyl)-1,3-dihydro-indol-2-one), C(C)[SiH](CC)CC (triethylsilane), FC(C(=O)O)(F)F (trifluoroacetic acid), C([O-])([O-])=O.[Na+].[Na+] (sodium carbonate). The solvent is C(C)(=O)OCC (ethyl acetate). Conditions: temperature 80 celsius, time 30 minute. The product is ClC1=CC=C2C(C(NC2=C1)=O)C1=CC=C(C=C1)C(C)C (rac-6-chloro-3-(4-isopropyl-phenyl)-1,3-dihydro-indol-2-one). As a reaction SMILES: [Cl:1][C:2]1[CH:10]=[C:9]2[C:5]([C:6](O)([C:12]3[CH:17]=[CH:16][C:15]([CH:18]([CH3:20])[CH3:19])=[CH:14][CH:13]=3)[C:7](=[O:11])[NH:8]2)=[CH:4][CH:3]=1.C([SiH](CC)CC)C.FC(F)(F)C(O)=O.C(=O)([O-])[O-].[Na+].[Na+]>C(OCC)(=O)C>[Cl:1][C:2]1[CH:10]=[C:9]2[C:5]([CH:6]([C:12]3[CH:17]=[CH:16][C:15]([CH:18]([CH3:20])[CH3:19])=[CH:14][CH:13]=3)[C:7](=[O:11])[NH:8]2)=[CH:4][CH:3]=1 |f:3.4.5|. Procedure details: Crude rac-6-chloro-3-hydroxy-3-(4-isopropyl-phenyl)-1,3-dihydro-indol-2-one (0.13 g, 0.43 mmol) (from Example 53a supra) was suspended in a mixture of triethylsilane (0.15 g, 1.29 mmol) (Aldrich) and trifluoroacetic acid (0.73 g, 6.48 mmol) and heated in an 80° C. oil bath for 17 hours. After cooling to room temperature, mixture was diluted with ethyl acetate and treated with solid sodium carbonate (1 g). After stirring for 30 minutes, mixture was extracted with water and brine. Aqueous layers w... The reactants are S(=O)(=O)(O)[O-].[Na+] (sodium hydrogensulfate), COC1(CCC(CC1)(C(=O)O)C1=CC=CC=C1)C1=CC=C(C=C1)SC (4-methoxy-4-(4-methylsulfanylphenyl)-1-phenylcyclohexanecarboxylic acid), S(=O)([O-])[O-].[Na+].[Na+] (sodium sulfite), ClC1=CC(=CC=C1)C(=O)OO (3-chloroperbenzoic acid). Solvent: C(Cl)Cl (DCM). Reaction conditions: time 40 minute. Product: COC1(CCC(CC1)(C(=O)O)C1=CC=CC=C1)C1=CC=C(C=C1)S(=O)(=O)C (4-Methoxy-4-(4-methanesulfonylphenyl)-1-phenylcyclohexanecarboxylic Acid). As a reaction SMILES: [CH3:1][O:2][C:3]1([C:18]2[CH:23]=[CH:22][C:21](SC)=[CH:20][CH:19]=2)[CH2:8][CH2:7][C:6]([C:12]2[CH:17]=[CH:16][CH:15]=[CH:14][CH:13]=2)([C:9]([OH:11])=[O:10])[CH2:5][CH2:4]1.Cl[C:27]1C=CC=C(C(OO)=O)C=1.[S:37]([O-:40])([O-])=[O:38].[Na+].[Na+].S([O-])(O)(=O)=O.[Na+]>C(Cl)Cl>[CH3:1][O:2][C:3]1([C:18]2[CH:19]=[CH:20][C:21]([S:37]([CH3:27])(=[O:40])=[O:38])=[CH:22][CH:23]=2)[CH2:8][CH2:7][C:6]([C:12]2[CH:13]=[CH:14][CH:15]=[CH:16][CH:17]=2)([C:9]([OH:11])=[O:10])[CH2:5][CH2:4]1 |f:2.3.4,5.6|. Reported procedure: 690 mg of 4-methoxy-4-(4-methylsulfanylphenyl)-1-phenylcyclohexanecarboxylic acid were dissolved in 30 ml of DCM and 865 mg of 3-chloroperbenzoic acid were added at room temperature. The reaction mixture was stirred at room temperature was for 5 h and 40 min. 60 ml of a saturated aqueous sodium sulfite solution were then added, the mixture was stirred for 15 min at room temperature, adjusted to pH=3 with a saturated aqueous sodium hydrogensulfate solution and extracted three times with 100 ml ea... Reactants: C(C)N1CCCCC1 (1-ethylpiperidine), C(=O)O (formic acid), CC1(OC(=O)CC(=O)O1)C (Meldrum's acid), C(C1=CC(OC)=C(OC)C=C1)=O (veratraldehyde). Run at temperature 95 celsius. The product is COC=1C=C(C=CC1OC)CCC(=O)O (3-(3,4-dimethoxyphenyl)propionic acid). RXN SMILES: C(N1CCCCC1)C.C(O)=O.CC1(C)[O:20][C:18](=[O:19])[CH2:17][C:15](=O)O1.C(=O)[C:23]1[CH:32]=[CH:31][C:28]([O:29][CH3:30])=[C:25]([O:26][CH3:27])[CH:24]=1>>[CH3:27][O:26][C:25]1[CH:24]=[C:23]([CH2:15][CH2:17][C:18]([OH:20])=[O:19])[CH:32]=[CH:31][C:28]=1[O:29][CH3:30]. Procedure: After dropwise adding 27.2 g (33.1 ml, 0.24 mol) of 1-ethylpiperidine to 27.6 g (22.6 ml, 0.6 mol) of formic acid under stirring, 7.2 g (0.05 mol) of Meldrum's acid and 8.3 g (0.05 mol) of veratraldehyde were added to the solution which was then heated to 95° C. during 1 hour and reacted at the same temperature for 2 hours. Subsequently the method of Example 1 was followed. Reactants: C(#N)[BH3-].[Na+] (sodium cyanoborohydride), C(#N)CCNC(=O)C1=C(C(OC2=C1C=C(C=C2)C(C(F)(F)F)(F)F)(C)C)O (N-(2-cyanoethyl)-6-pentafluoroethyl-3-hydroxy-2,2-dimethyl-2H-1-benzopyran-4-carbamide), C(C)(=O)O (acetic acid), O1CCCC1 (tetrahydrofuran). The solvent is C(C)(=O)OCC (ethyl acetate). Product: C(#N)CCNC(=O)C1C(C(OC2=C1C=C(C=C2)C(C(F)(F)F)(F)F)(C)C)O (N-(2-cyanoethyl)-6-pentafluoroethyl-3,4-dihydro-3-hydroxy-2,2-dimethyl-2H-1-benzopyran-4-carbamide). Isolated yield 99.5%. As a reaction SMILES: C([BH3-])#N.[Na+].[C:5]([CH2:7][CH2:8][NH:9][C:10]([C:12]1[C:17]2[CH:18]=[C:19]([C:22]([F:28])([F:27])[C:23]([F:26])([F:25])[F:24])[CH:20]=[CH:21][C:16]=2[O:15][C:14]([CH3:30])([CH3:29])[C:13]=1[OH:31])=[O:11])#[N:6].C(O)(=O)C.O1CCCC1>C(OCC)(=O)C>[C:5]([CH2:7][CH2:8][NH:9][C:10]([CH:12]1[C:17]2[CH:18]=[C:19]([C:22]([F:27])([F:28])[C:23]([F:24])([F:26])[F:25])[CH:20]=[CH:21][C:16]=2[O:15][C:14]([CH3:29])([CH3:30])[CH:13]1[OH:31])=[O:11])#[N:6] |f:0.1|. Reported procedure: 1.1 g of tertiary-butoxy potassium and 2 ml of a dimethylformamide solution of 2 g of 2-cyanoethyl isothiocyanate were subsequently added to a mixture of 2.6 g of 6-pentafluoroethyl-3,4-dihydro-2,2-dimethyl-2H-1-benzopyran-3-one and 28 ml of dimethylformamide while stirring at -5° C., followed by stirring at 5° C. for 15 hours. Then, 2N hydrochloric acid was added thereto, and the mixture was extracted with ether. After washing the organic layer with water and drying, the residue obtained by dis... Starting materials: O=C(O)CONC(=O)NCc1ccccc1, CCOC(OCC)C(C)N(Cc1cccc2ccccc12)C(=O)C(C)N. The product is CCOC(OCC)C(C)N(Cc1cccc2ccccc12)C(=O)C(C)NC(=O)CONC(=O)NCc1ccccc1. RXN SMILES: [CH2:1]([c:2]1[cH:3][cH:4][cH:5][cH:6][cH:7]1)[NH:8][C:9]([NH:10][O:11][CH2:12][C:13](=[O:14])[OH:15])=[O:16].[NH2:17][CH:18]([C:19](=[O:20])[N:21]([CH2:22][c:23]1[cH:24][cH:25][cH:26][c:27]2[cH:28][cH:29][cH:30][cH:31][c:32]12)[CH:33]([CH:34]([O:35][CH2:36][CH3:37])[O:38][CH2:39][CH3:40])[CH3:41])[CH3:42]>>[CH2:1]([c:2]1[cH:3][cH:4][cH:5][cH:6][cH:7]1)[NH:8][C:9]([NH:10][O:11][CH2:12][C:13](=[O:15])[NH:17][CH:18]([C:19](=[O:20])[N:21]([CH2:22][c:23]1[cH:24][cH:25][cH:26][c:27]2[cH:28][cH:29][cH:30][cH:31][c:32]12)[CH:33]([CH:34]([O:35][CH2:36][CH3:37])[O:38][CH2:39][CH3:40])[CH3:41])[CH3:42])=[O:16]. The reactants are CC(=O)[O-], CC(=O)[O-], CSc1ccc(-c2ccccc2)c(NC(N)=S)c1, [K+], [OH-], O, O, O, O, [Pb+2]. Yields the product CSc1ccc(-c2ccccc2)c(NC#N)c1. As a reaction SMILES: [C:24]([O-:25])(=[O:26])[CH3:27].[C:29]([O-:30])(=[O:31])[CH3:32].[CH3:1][S:2][c:3]1[cH:4][c:5]([NH:15][C:16](=[S:17])[NH2:18])[c:6](-[c:9]2[cH:10][cH:11][cH:12][cH:13][cH:14]2)[cH:7][cH:8]1.[K+:20].[OH-:19].[OH2:21].[OH2:22].[OH2:23].[OH2:33].[Pb+2:28]>>[CH3:1][S:2][c:3]1[cH:4][c:5]([NH:15][C:16]#[N:18])[c:6](-[c:9]2[cH:10][cH:11][cH:12][cH:13][cH:14]2)[cH:7][cH:8]1. The reactants are C[Si](C)(C)C(C)O (trimethylsilylethanol), CCN=C=NCCCN(C)C (WSC), C=1C=CC2=C(C1)N=NN2O (HOBt), N1=C(C=CC=C1)CCCCC(=O)O (5-(2-Pyridyl)valeric acid). The solvent is CN(C=O)C (N,N-dimethylformamide). Conditions: time 6 hour. Product: N1=C(C=CC=C1)CCCCC(=O)OCC[Si](C)(C)C (2-(Trimethylsilyl)ethyl 5-(2-pyridyl)valerate). Yield: 46.9%. RXN SMILES: [N:1]1[CH:6]=[CH:5][CH:4]=[CH:3][C:2]=1[CH2:7][CH2:8][CH2:9][CH2:10][C:11]([OH:13])=[O:12].[CH3:14][Si:15]([CH:18](O)[CH3:19])([CH3:17])[CH3:16].CCN=C=NCCCN(C)C.C1C=CC2N(O)N=NC=2C=1>CN(C)C=O>[N:1]1[CH:6]=[CH:5][CH:4]=[CH:3][C:2]=1[CH2:7][CH2:8][CH2:9][CH2:10][C:11]([O:13][CH2:19][CH2:18][Si:15]([CH3:17])([CH3:16])[CH3:14])=[O:12]. Procedure details: 5-(2-Pyridyl)valeric acid (1.5 g, 8.4 mmol) was dissolved in N,N-dimethylformamide (25 ml), and trimethylsilylethanol (2.0 g, 16.7 mmol), WSC (3.2 g, 16.7 mmol) and HOBt (2.3 g, 16.7 mmol) were added thereto successively. The mixture was stirred at room temperature for 6 hrs. The solvent was evaporated, and the residue was combined with ethyl acetate and water. The organic layer was washed with saturated brine and dried over anhydrous magnesium sulfate. The solvent was evaporated, and the residu... The reactants are C(C)N(C1=CC=C(C=C1)[C@H](CO)NC(OC(C)(C)C)=O)CC (tert-butyl (R)-1-(4-(diethylamino)phenyl)-2-hydroxyethylcarbamate), [F-].[Cs+] (cesium fluoride), 2-diamino benzene, C(=O)O (formic acid), S(=O)(Cl)Cl (thionyl chloride), 4-bromol, NC1C(CCCC1)N (1,2-diaminocyclohexane). Reagents/catalysts: [Cu](I)I (copper iodide). Product: N1C=NC2=C1C=CC(=C2)N2C(OC[C@@H]2C2=CC=C(C=C2)N(CC)CC)=O ((S)-3-(1H-benzo[d]imidazol-5-yl)-4-(4-(diethylamino)phenyl)oxazolidin-2-one). As a reaction SMILES: [CH2:1]([N:3]([CH2:21][CH3:22])[C:4]1[CH:9]=[CH:8][C:7]([C@@H:10]([NH:13][C:14](=[O:20])[O:15][C:16](C)(C)C)CO)=[CH:6][CH:5]=1)[CH3:2].S(Cl)(Cl)=O.[F-].[Cs+].[NH2:29][CH:30]1[CH2:35][CH2:34][CH2:33][CH2:32][CH:31]1[NH2:36].[CH:37](O)=O>[Cu](I)I>[NH:29]1[C:30]2[CH:35]=[CH:34][C:33]([N:13]3[C@@H:10]([C:7]4[CH:6]=[CH:5][C:4]([N:3]([CH2:1][CH3:2])[CH2:21][CH3:22])=[CH:9][CH:8]=4)[CH2:16][O:15][C:14]3=[O:20])=[CH:32][C:31]=2[N:36]=[CH:37]1 |f:2.3|. Procedure: The compound was synthesized according to method 6 starting from tert-butyl (R)-1-(4-(diethylamino)phenyl)-2-hydroxyethylcarbamate (0.500 g, 21.623 mmol), thionyl chloride (0.95 mL, 12.98 mmol, 4-bromol, 2-diamino benzene (219 mg, 1.175 mmol), cesium fluoride (324 mg, 2.136 mmoles) and copper iodide (30 mg, 0.160 mmoles), 1,2-diaminocyclohexane (0.02, 0.1602 mmoles), formic acid (5 mL). Yield: 0.05 g (0.6%). MS m/z 351.4 (M+H)+; 1H-NMR (400 MHz, DMSO-d6): δ 12.44 (d, 1H); 8.17 (d, 1H); 7.56-7.13...